Dataset: the Open Reaction Database (ORD), a public repository of structured organic reaction records. Task: describe an organic reaction: reactants, conditions, products, and yield Starting materials: CC(C)(C)OC(=O)NC(CC#N)C(=O)NC1CCCC1, ClCCl, O=C(O)C(F)(F)F. The product is N#CCC(N)C(=O)NC1CCCC1. RXN SMILES: [C:1](#[N:2])[CH2:3][CH:4]([C:5](=[O:6])[NH:7][CH:8]1[CH2:9][CH2:10][CH2:11][CH2:12]1)[NH:13][C:14](=[O:15])[O:16][C:17]([CH3:18])([CH3:19])[CH3:20].[Cl:28][CH2:29][Cl:30].[F:21][C:22]([F:23])([F:24])[C:25]([OH:26])=[O:27]>>[C:1](#[N:2])[CH2:3][CH:4]([C:5](=[O:6])[NH:7][CH:8]1[CH2:9][CH2:10][CH2:11][CH2:12]1)[NH2:13]. Starting materials: COCC(=O)NC1=NN(C2=C1C=NC(=C2)NC(=O)N[C@H](C)C2=CC=CC=C2)C(C2=CC=CC=C2)(C2=CC=CC=C2)C2=CC=CC=C2 ((R)-2-methoxy-N-(6-(3-(1-phenylethyl)ureido)-1-trityl-1H-pyrazolo[4,3-c]pyridin-3-yl)acetamide), C(C)[SiH](CC)CC (Triethylsilane). Solvent: C(=O)(C(F)(F)F)O (TFA). Conditions: time 1 hour. Product: COCC(=O)NC1=NNC2=C1C=NC(=C2)NC(=O)N[C@H](C)C2=CC=CC=C2 ((R)-2-methoxy-N-(6-(3-(1-phenylethyl)ureido)-1H-pyrazolo[4,3-c]pyridin-3-yl)acetamide). RXN SMILES: [CH3:1][O:2][CH2:3][C:4]([NH:6][C:7]1[C:11]2[CH:12]=[N:13][C:14]([NH:16][C:17]([NH:19][C@@H:20]([C:22]3[CH:27]=[CH:26][CH:25]=[CH:24][CH:23]=3)[CH3:21])=[O:18])=[CH:15][C:10]=2[N:9](C(C2C=CC=CC=2)(C2C=CC=CC=2)C2C=CC=CC=2)[N:8]=1)=[O:5].C([SiH](CC)CC)C>C(O)(C(F)(F)F)=O>[CH3:1][O:2][CH2:3][C:4]([NH:6][C:7]1[C:11]2[CH:12]=[N:13][C:14]([NH:16][C:17]([NH:19][C@@H:20]([C:22]3[CH:23]=[CH:24][CH:25]=[CH:26][CH:27]=3)[CH3:21])=[O:18])=[CH:15][C:10]=2[NH:9][N:8]=1)=[O:5]. Procedure details: (R)-2-methoxy-N-(6-(3-(1-phenylethyl)ureido)-1-trityl-1H-pyrazolo[4,3-c]pyridin-3-yl)acetamide (0.056 mmol) was taken up in TFA (1 ml) and the reaction mixture was stirred at room temperature for 1 h. Triethylsilane (0.009 ml, 0.056 mmol) was added drop wise, and the reaction mixture stirred for an additional 5 minutes. The mixture was concentrated, re-dissolved in DMSO (1.5 mL) and submitted for purification by mass-triggered prep. HPLC to afford (R)-2-methoxy-N-(6-(3-(1-phenylethyl)ureido)-1H-...